From a dataset of the Open Reaction Database (ORD), a public repository of structured organic reaction records. describe an organic reaction: reactants, conditions, products, and yield Starting materials: COC1=C(C(O)=CC=C1)O (3-methoxycatechol), BrC(C)Br (dibromoethane). Reagents/catalysts: [Br-].C(CCCCCCCCCCCCCCC)[N+](C)(C)C (cetyltrimethylammonium bromide). Run in [OH-].[Na+] (sodium hydroxide), O (water). The product is COC1=CC=CC=2OCCOC21 (5-methoxy-1,4-benzodioxane). RXN SMILES: Br[CH:2](Br)[CH3:3].[CH3:5][O:6][C:7]1[CH:13]=[CH:12][CH:11]=[C:9]([OH:10])[C:8]=1[OH:14]>[Br-].C([N+](C)(C)C)CCCCCCCCCCCCCCC.O.[OH-].[Na+]>[CH3:5][O:6][C:7]1[C:8]2[O:14][CH2:3][CH2:2][O:10][C:9]=2[CH:11]=[CH:12][CH:13]=1 |f:2.3,5.6|. Procedure: A mixture of dibromoethane (10.73 g, 77 mmol) and cetyltrimethylammonium bromide (0.291 g, 0.8 mmol) in 5 cm3 of water is brought to reflux. A solution of 3-methoxycatechol (5 g, 35.7 mmol) in 20N sodium hydroxide (NaOH, 4 g in 5 cm3 of water) is added slowly. The mixture is stirred at the reflux for 12 hours and then, after cooling and extraction with ether, purification on a silica column (eluent: petroleum ether/ether, 9:1) enables 7.4 g of a colorless oil to be isolated The reactants are BrC=1C=C(C=CC1OC)C1=CC=C(C=C1)C(=O)OCC (3′-bromo-4′-methoxy-[1,1′-biphenyl]-4-carboxylic acid, ethyl ester), [OH-].[Na+] (sodium hydroxide), Cl (hydrochloric acid). Solvent: C(C)O (ethanol). Conditions: temperature 90 celsius. Product: BrC=1C=C(C=CC1OC)C1=CC=C(C=C1)C(=O)O (3′-bromo-4′-methoxy-[1,1′-biphenyl]-4-carboxylic acid). As a reaction SMILES: [Br:1][C:2]1[CH:3]=[C:4]([C:10]2[CH:15]=[CH:14][C:13]([C:16]([O:18]CC)=[O:17])=[CH:12][CH:11]=2)[CH:5]=[CH:6][C:7]=1[O:8][CH3:9].[OH-].[Na+].Cl>C(O)C>[Br:1][C:2]1[CH:3]=[C:4]([C:10]2[CH:15]=[CH:14][C:13]([C:16]([OH:18])=[O:17])=[CH:12][CH:11]=2)[CH:5]=[CH:6][C:7]=1[O:8][CH3:9] |f:1.2|. Procedure details: A stirred mixture of 3′-bromo-4′-methoxy-[1,1′-biphenyl]-4-carboxylic acid, ethyl ester (28.8 g, 86 mmol) and aqueous sodium hydroxide (35 mL of 2 M) in ethanol (690 mL) is heated at 90° C. for 2 h. The cooled mixture is then acidified with hydrochloric acid (200 mL of 1.0 M) and the resulting precipitate is filtered off and dried to give 3′-bromo-4′-methoxy-[1,1′-biphenyl]-4-carboxylic acid as a colourless crystalline solid. Reactants: Br, O=C([O-])O, O=C([O-])O, CCCc1cc(CCC)c2oc(C(N)=O)cc(=O)c2c1, CC(=O)O, [Na+]. Product: CCCc1cc(CCC)c2oc(C(=O)O)cc(=O)c2c1. Reaction SMILES: [BrH:21].[C:22]([O-:23])(=[O:24])[OH:25].[C:27](=[O:28])([OH:29])[O-:30].[CH2:1]([CH2:2][CH3:3])[c:4]1[cH:5][c:6]([CH2:18][CH2:19][CH3:20])[c:7]2[c:8]([c:9](=[O:16])[cH:10][c:11]([C:13](=[O:14])[NH2:15])[o:12]2)[cH:17]1.[CH3:31][C:32](=[O:33])[OH:34].[Na+:26]>>[CH2:1]([CH2:2][CH3:3])[c:4]1[cH:5][c:6]([CH2:18][CH2:19][CH3:20])[c:7]2[c:8]([c:9](=[O:16])[cH:10][c:11]([C:13](=[O:14])[OH:23])[o:12]2)[cH:17]1.